From a dataset of the Open Reaction Database (ORD), a public repository of structured organic reaction records. describe an organic reaction: reactants, conditions, products, and yield The reactants are C1(=CC=C(C=C1)S(=O)(=O)O)C (p-toluenesulfonic acid), bicyclic ketone, C[O-].[Na+] (sodium methoxide), C1(O)=CC=C(O)C=C1 (hydroquinone), C(C)(=O)C1CC=C(CC1)OC (1-Acetyl-4-methoxy-3-cyclohexene), CC(CCCCCC)=O (octan-2-one). The solvent is O (water), C1=CC=CC=C1 (benzene), C1=CC=CC=C1 (benzene). The product is COC12CC(C(CC1)CC2)=O (4-Methoxybicyclo[2,2,2]octan-2-one). RXN SMILES: C1(C)C=CC(S(O)(=O)=O)=CC=1.C1(C=CC(O)=CC=1)O.[C:20]([CH:23]1[CH2:28][CH2:27][C:26]([O:29][CH3:30])=[CH:25][CH2:24]1)(=[O:22])[CH3:21].C[O-].[Na+].CC(=O)CCCCCC>C1C=CC=CC=1.O>[CH3:30][O:29][C:26]12[CH2:27][CH2:28][CH:23]([CH2:24][CH2:25]1)[C:20](=[O:22])[CH2:21]2 |f:3.4|. Reported procedure: A mixture of 13.2 g. of p-toluenesulfonic acid and 0.9 g. of hydroquinone in 540 ml. of benzene was heated at reflux under a Dean Stark trap until no more water was evolved. A solution of 90.6 g. of 1-Acetyl-4-methoxy-3-cyclohexene in 750 ml. of benzene was then added to the refluxing soltuion over 6 hrs. Following an additional hr's heating the mixture was cooled and treated with 16 ml. of 4.64N methanolic sodium methoxide. The mixture was washed twice with water and the solvent evaporated in v... Starting materials: CO, O=CN(CC(CC1CCCC1)C(=O)NNc1nc(Cl)nc(NC2CCC2)c1F)OCc1ccccc1, [OH-], [OH-], [Pd+2]. The product is O=CN(O)CC(CC1CCCC1)C(=O)NNc1nc(Cl)nc(NC2CCC2)c1F. RXN SMILES: [CH3:37][OH:38].[Cl:1][c:2]1[n:3][c:4]([NH:32][CH:33]2[CH2:34][CH2:35][CH2:36]2)[c:5]([F:31])[c:6]([NH:8][NH:9][C:10]([CH:11]([CH2:12][N:13]([CH:14]=[O:15])[O:16][CH2:17][c:18]2[cH:19][cH:20][cH:21][cH:22][cH:23]2)[CH2:24][CH:25]2[CH2:26][CH2:27][CH2:28][CH2:29]2)=[O:30])[n:7]1.[OH-:39].[OH-:40].[Pd+2:41]>>[Cl:1][c:2]1[n:3][c:4]([NH:32][CH:33]2[CH2:34][CH2:35][CH2:36]2)[c:5]([F:31])[c:6]([NH:8][NH:9][C:10]([CH:11]([CH2:12][N:13]([CH:14]=[O:15])[OH:16])[CH2:24][CH:25]2[CH2:26][CH2:27][CH2:28][CH2:29]2)=[O:30])[n:7]1.